From a dataset of the Open Reaction Database (ORD), a public repository of structured organic reaction records. describe an organic reaction: reactants, conditions, products, and yield Reactants: OCC[C@@H](C1=CC(=NC=C1)S(=O)(=O)C)NC(=O)C=1C2=C(C=NC1)N(N=C2)C2=CC=C(C=C2)F (1-(4-fluorophenyl)-1H-pyrazolo[3,4-c]pyridine-4-carboxylic acid[(S)-3-hydroxy-1-(2-methanesulfonyl-pyridin-4-yl)-propyl]-amide), C(C)(C)N(C(C)C)CC (N,N-diisopropylethylamine), CS(=O)(=O)Cl (methanesulfonyl chloride). The solvent is ClCCl (dichloromethane). Conditions: time 5 minute. The product is FC1=CC=C(C=C1)N1N=CC2=C1C=NC=C2C(=O)N[C@@H](CCOS(=O)(=O)C)C2=CC(=NC=C2)S(=O)(=O)C (methanesulfonic acid(S)-3-{[1-(4-fluorophenyl)-1H-pyrazolo[3,4-c]pyridine-4-carbonyl]-amino}-3-(2-methanesulfonyl-pyridin-4-yl)-propyl ester). RXN SMILES: [OH:1][CH2:2][CH2:3][C@H:4]([NH:15][C:16]([C:18]1[C:19]2[CH:26]=[N:25][N:24]([C:27]3[CH:32]=[CH:31][C:30]([F:33])=[CH:29][CH:28]=3)[C:20]=2[CH:21]=[N:22][CH:23]=1)=[O:17])[C:5]1[CH:10]=[CH:9][N:8]=[C:7]([S:11]([CH3:14])(=[O:13])=[O:12])[CH:6]=1.C(N(CC)C(C)C)(C)C.[CH3:43][S:44](Cl)(=[O:46])=[O:45]>ClCCl>[F:33][C:30]1[CH:29]=[CH:28][C:27]([N:24]2[C:20]3[CH:21]=[N:22][CH:23]=[C:18]([C:16]([NH:15][C@H:4]([C:5]4[CH:10]=[CH:9][N:8]=[C:7]([S:11]([CH3:14])(=[O:12])=[O:13])[CH:6]=4)[CH2:3][CH2:2][O:1][S:44]([CH3:43])(=[O:46])=[O:45])=[O:17])[C:19]=3[CH:26]=[N:25]2)=[CH:32][CH:31]=1. Procedure: A solution of 1-(4-fluorophenyl)-1H-pyrazolo[3,4-c]pyridine-4-carboxylic acid[(S)-3-hydroxy-1-(2-methanesulfonyl-pyridin-4-yl)-propyl]-amide (0.10 g, 0.21 mmol) and N,N-diisopropylethylamine (167 μL, 0.957 mmol) in dichloromethane (20 mL) was cooled in an ice water-brine bath. After 5 minutes, methanesulfonyl chloride (25 μL, 0.32 mmol) was added and the cold bath was removed until the mixture became homogeneous. The mixture was again cooled in an ice bath. After 30 minutes, the mixture was quen... The reactants are [Br-], CC(=O)Nc1nc(C)cs1, O=C([O-])[O-], CC(C)(C)P(C(C)(C)C)C(C)(C)C, O=S(=O)(Nc1ccc(Cl)nn1)c1ccccc1, [K+], [K+], [Pd+]. Yields the product CC(=O)Nc1nc(C)c(-c2ccc(NS(=O)(=O)c3ccccc3)nn2)s1. As a reaction SMILES: [Br-:34].[C:1]([CH3:2])(=[O:3])[NH:4][c:5]1[s:6][cH:7][c:8]([CH3:10])[n:9]1.[C:28](=[O:29])([O-:30])[O-:31].[C:35]([P:36]([C:37]([CH3:38])([CH3:39])[CH3:40])[C:41]([CH3:42])([CH3:43])[CH3:44])([CH3:45])([CH3:46])[CH3:47].[Cl:11][c:12]1[cH:13][cH:14][c:15]([NH:18][S:19](=[O:20])(=[O:21])[c:22]2[cH:23][cH:24][cH:25][cH:26][cH:27]2)[n:16][n:17]1.[K+:32].[K+:33].[Pd+:48]>>[C:1]([CH3:2])(=[O:3])[NH:4][c:5]1[s:6][c:7](-[c:12]2[cH:13][cH:14][c:15]([NH:18][S:19](=[O:20])(=[O:21])[c:22]3[cH:23][cH:24][cH:25][cH:26][cH:27]3)[n:16][n:17]2)[c:8]([CH3:10])[n:9]1. Reactants: COC(=O)c1nc2ccc(Br)cn2c(=O)c1O, CO, NCc1ccc(F)cc1. Product: O=C(NCc1ccc(F)cc1)c1nc2ccc(Br)cn2c(=O)c1O. As a reaction SMILES: [CH3:1][O:2][C:3](=[O:4])[c:5]1[n:6][c:7]2[n:8]([c:9](=[O:12])[c:10]1[OH:11])[cH:13][c:14]([Br:17])[cH:15][cH:16]2.[CH3:27][OH:28].[F:18][c:19]1[cH:20][cH:21][c:22]([CH2:23][NH2:24])[cH:25][cH:26]1>>[C:3](=[O:4])([c:5]1[n:6][c:7]2[n:8]([c:9](=[O:12])[c:10]1[OH:11])[cH:13][c:14]([Br:17])[cH:15][cH:16]2)[NH:24][CH2:23][c:22]1[cH:21][cH:20][c:19]([F:18])[cH:26][cH:25]1. Starting materials: C(CC[C@@H](C)[C@H]1CC[C@H]2[C@@H]3CC[C@@H]4CCCC[C@]4(C)[C@H]3CC[C@]12C)(=O)O (5β-cholanic acid), C(C)O (ethanol). The product is C(C)OC(CC[C@@H](C)[C@H]1CC[C@H]2[C@@H]3CC[C@@H]4CCCC[C@]4(C)[C@H]3CC[C@]12C)=O (5β-cholanic acid ethyl ester). As a reaction SMILES: [C:1]([OH:26])(=[O:25])[CH2:2][CH2:3][C@H:4]([C@@H:6]1[C@:23]2([CH3:24])[C@H:9]([C@H:10]3[C@H:20]([CH2:21][CH2:22]2)[C@:18]2([CH3:19])[C@@H:13]([CH2:14][CH2:15][CH2:16][CH2:17]2)[CH2:12][CH2:11]3)[CH2:8][CH2:7]1)[CH3:5].[CH2:27](O)[CH3:28]>>[CH2:27]([O:25][C:1](=[O:26])[CH2:2][CH2:3][C@H:4]([C@@H:6]1[C@:23]2([CH3:24])[C@H:9]([C@H:10]3[C@H:20]([CH2:21][CH2:22]2)[C@:18]2([CH3:19])[C@@H:13]([CH2:14][CH2:15][CH2:16][CH2:17]2)[CH2:12][CH2:11]3)[CH2:8][CH2:7]1)[CH3:5])[CH3:28]. Procedure details: 25 m mol of 5β-cholanic acid was heated in ethanol in the presence of sulfic acid, forming 23 m mol of 5β-cholanic acid ethyl ester. This product was reduced by using lithium aluminum hydride, into 20 m mol of 5β-cholane alcohol. This alcohol, 19 m mol, was subjected to tosylation and then treated with thiourea. The resultant product was treated with bromine water, whereby 10 m mol of 5β-cholanesulfonylbromide was obtained. This compound, 8 m mol, was made to react with 8.5 m mol of nitroaniline... Starting materials: ClC=1C=CC(=C(C(=O)O)C1)COC1=CC=C(C=C1)Cl (5-Chloro-2-[(4-chlorophenoxy)methyl]benzoic acid), Cl.N[C@@H](C)C1=CC=C(C(=O)OC)C=C1 (Methyl 4-[(1S)-1-aminoethyl]benzoate hydrochloride). The product is ClC=1C=CC(=C(C(=O)N[C@@H](C)C2=CC=C(C(=O)OC)C=C2)C1)COC1=CC=C(C=C1)Cl (Methyl 4-[(1S)-1-({5-chloro-2-[(4-chlorophenoxy)methyl]benzoyl}amino)ethyl]benzoate). Reaction SMILES: [Cl:1][C:2]1[CH:3]=[CH:4][C:5]([CH2:11][O:12][C:13]2[CH:18]=[CH:17][C:16]([Cl:19])=[CH:15][CH:14]=2)=[C:6]([CH:10]=1)[C:7]([OH:9])=O.Cl.[NH2:21][C@H:22]([C:24]1[CH:33]=[CH:32][C:27]([C:28]([O:30][CH3:31])=[O:29])=[CH:26][CH:25]=1)[CH3:23]>>[Cl:1][C:2]1[CH:3]=[CH:4][C:5]([CH2:11][O:12][C:13]2[CH:18]=[CH:17][C:16]([Cl:19])=[CH:15][CH:14]=2)=[C:6]([CH:10]=1)[C:7]([NH:21][C@H:22]([C:24]1[CH:33]=[CH:32][C:27]([C:28]([O:30][CH3:31])=[O:29])=[CH:26][CH:25]=1)[CH3:23])=[O:9] |f:1.2|. Procedure details: The title compound was prepared according to the procedure described in step 6 of Example 1 from 5-chloro-2-[(4-chlorophenoxy)methyl]benzoic acid (step 2) and methyl 4-[(1S)-1-aminoethyl]benzoate hydrochloride (step 5 of Example 1): Product: COCOCC1=CC=C(C=C1)OB(O)O (4-[(methoxymethyloxy)methyl]phenylboric acid). As a reaction SMILES: Br[C:2]1[CH:7]=[CH:6][C:5]([CH2:8][O:9][CH2:10][O:11][CH3:12])=[CH:4][CH:3]=1.C([Li])CCC.[B:18]([O:27]C(C)C)([O:23]C(C)C)[O:19]C(C)C.Cl>O1CCCC1>[CH3:12][O:11][CH2:10][O:9][CH2:8][C:5]1[CH:6]=[CH:7][C:2]([O:19][B:18]([OH:27])[OH:23])=[CH:3][CH:4]=1. The reactants are BrC1=CC=C(C=C1)COCOC (1-bromo-4-[(methoxymethyloxy)methyl]benzene), C(CCC)[Li] (n-butyllithium), Cl (hydrochloric acid), B(OC(C)C)(OC(C)C)OC(C)C (triisopropyl borate). Run at time 30 minute. Procedure: To a solution of 1-bromo-4-[(methoxymethyloxy)methyl]benzene (3.0 g) in tetrahydrofuran (52 mL) was added n-butyllithium (1.6 mol/L hexane solution, 9.3 mL) at −78° C., and the mixture was stirred for 30 minutes. To the reaction mixture was added triisopropyl borate (2.6 g), and the mixture was stirred at room temperature for 1 hour. To the reaction mixture was added 1 mol/L hydrochloric acid solution, and the mixture was extracted with ethyl acetate. The organic layer was washed with water and ... The yield is 90.8%. Run in O1CCCC1 (tetrahydrofuran). The reactants are CN1CCC(CC1)C1=CNC2=CC=CC=C12 (3-(1-methyl-4-piperidinyl)-1H-indole), C(C1=CC=CC=C1)(=O)Cl (benzoyl chloride). The product is C(C1=CC=CC=C1)(=O)N1C=C(C2=CC=CC=C12)C1CCN(CC1)C (1-Benzoyl-3-(1-methyl-4-piperidinyl)indole). RXN SMILES: [CH3:1][N:2]1[CH2:7][CH2:6][CH:5]([C:8]2[C:16]3[C:11](=[CH:12][CH:13]=[CH:14][CH:15]=3)[NH:10][CH:9]=2)[CH2:4][CH2:3]1.[C:17](Cl)(=[O:24])[C:18]1[CH:23]=[CH:22][CH:21]=[CH:20][CH:19]=1>>[C:17]([N:10]1[C:11]2[C:16](=[CH:15][CH:14]=[CH:13][CH:12]=2)[C:8]([CH:5]2[CH2:4][CH2:3][N:2]([CH3:1])[CH2:7][CH2:6]2)=[CH:9]1)(=[O:24])[C:18]1[CH:23]=[CH:22][CH:21]=[CH:20][CH:19]=1. Reported procedure: (28.1 mg, 88%); from 3-(1-methyl-4-piperidinyl)-1H-indole (Example 5d, 21.5 mg, 0.10 mmol) and benzoyl chloride (21.1 mg, 0.15 mmol), HRMS-FAB+ for C21H21N2O, calculated MH+ : 319.18103; found: 319.18293.